The task is: describe an organic reaction: reactants, conditions, products, and yield. This data is from the Open Reaction Database (ORD), a public repository of structured organic reaction records. The reactants are C1(=CC=CC=C1)C(CNC1=C2N=CNC2=NC(=N1)C#N)C1=CC=CC=C1 (6-[(2,2-diphenylethyl)amino]-9H-purine-2-carbonitrile), C(C1=CC=CC=C1)(=O)O[C@@H]1[C@H](O[C@@H]([C@@H]1OC(C1=CC=CC=C1)=O)OC(C)=O)C(=O)NCC ((2S,3S,4R,5R)-5-(acetyloxy)-4-(benzoyloxy)-2-[(ethylamino)carbonyl]tetrahydro-3-furanyl benzoate), C(C1=CC=CC=C1)(=O)O[C@@H]1[C@H](O[C@H]([C@@H]1OC(C1=CC=CC=C1)=O)OC(C)=O)C(=O)NCC ((2S,3S,4R,5S)-5-(acetyloxy)-4-(benzoyloxy)-2-[(ethylamino)carbonyl]tetrahydro-3-furanyl benzoate), II (iodine). Reaction conditions: temperature 150 celsius, time 18 hour. Yields the product C(C1=CC=CC=C1)(=O)O[C@@H]1[C@H](O[C@H]([C@@H]1OC(C1=CC=CC=C1)=O)N1C2=NC(=NC(=C2N=C1)NCC(C1=CC=CC=C1)C1=CC=CC=C1)C#N)C(=O)NCC ((2S,3S,4R,5R)-4-(Benzoyloxy)-5-{2-cyano-6-[(2,2-diphenylethyl)amino]-9H-purin-9-yl}-2-[(ethylamino)carbonyl]tetrahydro-3-furanyl benzoate). As a reaction SMILES: [C:1]1([CH:7]([C:21]2[CH:26]=[CH:25][CH:24]=[CH:23][CH:22]=2)[CH2:8][NH:9][C:10]2[N:18]=[C:17]([C:19]#[N:20])[N:16]=[C:15]3[C:11]=2[N:12]=[CH:13][NH:14]3)[CH:6]=[CH:5][CH:4]=[CH:3][CH:2]=1.[C:27]([O:35][C@H:36]1[C@@H:40]([O:41][C:42](=[O:49])[C:43]2[CH:48]=[CH:47][CH:46]=[CH:45][CH:44]=2)[C@@H:39](OC(=O)C)[O:38][C@@H:37]1[C:54]([NH:56][CH2:57][CH3:58])=[O:55])(=[O:34])[C:28]1[CH:33]=[CH:32][CH:31]=[CH:30][CH:29]=1.C(O[C@H]1[C@@H](OC(=O)C2C=CC=CC=2)[C@H](OC(=O)C)O[C@@H]1C(NCC)=O)(=O)C1C=CC=CC=1.II>>[C:27]([O:35][C@H:36]1[C@@H:40]([O:41][C:42](=[O:49])[C:43]2[CH:48]=[CH:47][CH:46]=[CH:45][CH:44]=2)[C@H:39]([N:14]2[CH:13]=[N:12][C:11]3[C:15]2=[N:16][C:17]([C:19]#[N:20])=[N:18][C:10]=3[NH:9][CH2:8][CH:7]([C:1]2[CH:2]=[CH:3][CH:4]=[CH:5][CH:6]=2)[C:21]2[CH:26]=[CH:25][CH:24]=[CH:23][CH:22]=2)[O:38][C@@H:37]1[C:54]([NH:56][CH2:57][CH3:58])=[O:55])(=[O:34])[C:28]1[CH:33]=[CH:32][CH:31]=[CH:30][CH:29]=1. Procedure details: A mixture of 6-[(2,2-diphenylethyl)amino]-9H-purine-2-carbonitrile (Preparation 24) (5.00 g, 14.7 mmol), (2S,3S,4R,5R)-5-(acetyloxy)-4-(benzoyloxy)-2-[(ethylamino)carbonyl]tetrahydro-3-furanyl benzoate and (2S,3S,4R,5S)-5-(acetyloxy)-4-(benzoyloxy)-2-[(ethylamino)carbonyl]tetrahydro-3-furanyl benzoate (Preparation 18) (6.50 g, 14.7 mmol) and iodine (0.38 g, 15.0 mmol) were heated together at 150° C. under reduced pressure (7 kPa, 1 psi) for 2.5 hours. The reaction was then allowed to stand at ro... RXN SMILES: Cl[C:2]1[N:7]=[C:6]2[CH2:8][CH2:9][CH2:10][C:5]2=[C:4]([Cl:11])[CH:3]=1.C([Sn](CCCC)(CCCC)[C:17]1[O:18][CH:19]=[CH:20][CH:21]=1)CCC>O1CCOCC1.C1C=CC([P]([Pd]([P](C2C=CC=CC=2)(C2C=CC=CC=2)C2C=CC=CC=2)([P](C2C=CC=CC=2)(C2C=CC=CC=2)C2C=CC=CC=2)[P](C2C=CC=CC=2)(C2C=CC=CC=2)C2C=CC=CC=2)(C2C=CC=CC=2)C2C=CC=CC=2)=CC=1>[Cl:11][C:4]1[CH:3]=[C:2]([C:17]2[O:18][CH:19]=[CH:20][CH:21]=2)[N:7]=[C:6]2[CH2:8][CH2:9][CH2:10][C:5]=12 |^1:39,41,60,79|. Reactants: ClC1=CC(=C2C(=N1)CCC2)Cl (2,4-dichloro-6,7-dihydro-5H-cyclopenta[b]pyridine), C(CCC)[Sn](C=1OC=CC1)(CCCC)CCCC (tributyl(furan-2-yl)stannane). Reaction conditions: temperature 110 celsius. The reagents and catalysts are C=1C=CC(=CC1)[P](C=2C=CC=CC2)(C=3C=CC=CC3)[Pd]([P](C=4C=CC=CC4)(C=5C=CC=CC5)C=6C=CC=CC6)([P](C=7C=CC=CC7)(C=8C=CC=CC8)C=9C=CC=CC9)[P](C=1C=CC=CC1)(C=1C=CC=CC1)C=1C=CC=CC1 (tetrakis(triphenylphosphine)palladium). The product is ClC1=C2C(=NC(=C1)C=1OC=CC1)CCC2 (4-chloro-2-(furan-2-yl)-6,7-dihydro-5H-cyclopenta[b]pyridine). Isolated yield 92.4%. The solvent is O1CCOCC1 (dioxane). Procedure details: To a solution of 2,4-dichloro-6,7-dihydro-5H-cyclopenta[b]pyridine (0.130 g, 0.69 mmol) in dioxane (3 mL) was added tributyl(furan-2-yl)stannane (0.271 g, 0.76 mmol) and tetrakis(triphenylphosphine)palladium (0.039 g, 0.035 mmol). The mixture was purged with nitrogen and then heated to 110° C. under sealed conditions for 2 h. After this time, the mixture was diluted with water and extracted with ethyl acetate. The organic layer were dried over anhydrous sodium sulfate, filtered, and the filtrate... Reactants: O=[Ag-], CC(C)(C)OC(=O)NC(CO)CCOCc1ccccc1, CN(C)C=O, CI. Product: COCC(CCOCc1ccccc1)NC(=O)OC(C)(C)C. Reaction SMILES: [Ag-:29]=[O:30].[C:3]([CH3:4])([CH3:5])([CH3:6])[O:7][C:8]([NH:9][CH:10]([CH2:11][CH2:12][O:13][CH2:14][c:15]1[cH:16][cH:17][cH:18][cH:19][cH:20]1)[CH2:21][OH:22])=[O:23].[CH3:24][N:25]([CH3:26])[CH:27]=[O:28].[I:1][CH3:2]>>[CH3:2][O:22][CH2:21][CH:10]([NH:9][C:8]([O:7][C:3]([CH3:4])([CH3:5])[CH3:6])=[O:23])[CH2:11][CH2:12][O:13][CH2:14][c:15]1[cH:16][cH:17][cH:18][cH:19][cH:20]1. The reactants are ClC(Cl)(Cl)Cl, CC(O)c1ccc(CC2CCCCC2=O)c(Cl)c1, O, BrP(Br)Br. Product: CC(Br)c1ccc(CC2CCCCC2=O)c(Cl)c1. RXN SMILES: [C:24]([Cl:25])([Cl:26])([Cl:27])[Cl:28].[Cl:1][c:2]1[cH:3][c:4]([CH:16]([CH3:17])[OH:18])[cH:5][cH:6][c:7]1[CH2:8][CH:9]1[C:10](=[O:15])[CH2:11][CH2:12][CH2:13][CH2:14]1.[OH2:23].[P:19]([Br:20])([Br:21])[Br:22]>>[Cl:1][c:2]1[cH:3][c:4]([CH:16]([CH3:17])[Br:20])[cH:5][cH:6][c:7]1[CH2:8][CH:9]1[C:10](=[O:15])[CH2:11][CH2:12][CH2:13][CH2:14]1. Reactants: [Si](C)(C)(C(C)(C)C)OCC1=CC2=C(C=N1)N=CN2C2=CC(=C(S2)C(=O)OC)O (methyl 5-[6-({[tert-butyl(dimethyl)silyl]oxy}methyl)-1H-imidazo[4,5-c]pyridin-1-yl]-3-hydroxythiophene-2-carboxylate), [Si](C)(C)(C(C)(C)C)Cl (tert-butyldimethylsilylchloride), [H-].[H-].[H-].[H-].[Li+].[Al+3] (LiAlH4), N(=NC(=O)OC(C)(C)C)C(=O)OC(C)(C)C (di-tert-butyl azodicarboxylate), [Si](C)(C)(C(C)(C)C)OC[C@@H](O)C1=C(C=CC=C1)Cl ((1S)-2-{[tert-butyl(dimethyl)silyl]oxy}-1-(2-chlorophenyl)ethanol), ClC1=C([C@@H](C(=O)O)O)C=CC=C1 ((S)-(+)-2-chloromandelic acid), C1(=CC=CC=C1)P(C1=CC=CC=C1)C1=CC=CC=C1 (triphenylphosphine). Solvent: ClCCl (dichloromethane). Product: [Si](C)(C)(C(C)(C)C)OC[C@H](OC1=C(SC(=C1)N1C=NC=2C=NC(=CC21)CO[Si](C)(C)C(C)(C)C)C(=O)OC)C2=C(C=CC=C2)Cl (Methyl 3-[(1R)-2-{[tert-butyl(dimethyl)silyl]oxy}-1-(2-chlorophenyl)ethoxy]-5-[6-({[tert-butyl(dimethyl)silyl]oxy}methyl)-1H-imidazo[4,5-c]pyridin-1-yl]thiophene-2-carboxylate). Reaction SMILES: [Si:1]([O:8][CH2:9][C:10]1[N:15]=[CH:14][C:13]2[N:16]=[CH:17][N:18]([C:19]3[S:23][C:22]([C:24]([O:26][CH3:27])=[O:25])=[C:21]([OH:28])[CH:20]=3)[C:12]=2[CH:11]=1)([C:4]([CH3:7])([CH3:6])[CH3:5])([CH3:3])[CH3:2].[Si:29]([O:36][CH2:37][C@H:38]([C:40]1[CH:45]=[CH:44][CH:43]=[CH:42][C:41]=1[Cl:46])O)([C:32]([CH3:35])([CH3:34])[CH3:33])([CH3:31])[CH3:30].ClC1C=CC=CC=1[C@H](O)C(O)=O.[H-].[H-].[H-].[H-].[Li+].[Al+3].[Si](Cl)(C(C)(C)C)(C)C.C1(P(C2C=CC=CC=2)C2C=CC=CC=2)C=CC=CC=1.N(C(OC(C)(C)C)=O)=NC(OC(C)(C)C)=O>ClCCl>[Si:29]([O:36][CH2:37][C@@H:38]([C:40]1[CH:45]=[CH:44][CH:43]=[CH:42][C:41]=1[Cl:46])[O:28][C:21]1[CH:20]=[C:19]([N:18]2[C:12]3[CH:11]=[C:10]([CH2:9][O:8][Si:1]([C:4]([CH3:5])([CH3:6])[CH3:7])([CH3:2])[CH3:3])[N:15]=[CH:14][C:13]=3[N:16]=[CH:17]2)[S:23][C:22]=1[C:24]([O:26][CH3:27])=[O:25])([C:32]([CH3:34])([CH3:35])[CH3:33])([CH3:31])[CH3:30] |f:3.4.5.6.7.8|. Procedure details: In a similar manner as described for example B31, 0.5 g of methyl 5-[6-({[tert-butyl(dimethyl)silyl]oxy}methyl)-1H-imidazo[4,5-c]pyridin-1-yl]-3-hydroxythiophene-2-carboxylate, 0.44 g of (1S)-2-{[tert-butyl(dimethyl)silyl]oxy}-1-(2-chlorophenyl)ethanol (synthesized starting from (S)-(+)-2-chloromandelic acid in a two step sequence including reduction with LiAlH4 and protection of the primary hydroxy group using tert-butyldimethylsilylchloride), 0.63 g of triphenylphosphine (polymer bound, ˜3 mmo... Reactants: OCCCCCNC1=NC=CC2=CC3=C(C=C12)OCO3 (1-(5-hydroxypentyl)amino-6,7-methylenedioxyisoquinoline), C(C)(=O)O (acetic acid), C(C)(=O)OC(C)=O (acetic anhydride), [N+](=O)(O)[O-] (nitric acid). Reaction conditions: temperature 3 celsius, time 20 minute. Product: C(\C=C/C(=O)O)(=O)O.[N+](=O)(O)[O-].OCCCCCNC1=NC=CC2=CC3=C(C=C12)OCO3 (1-(5-hydroxypentyl)amino-6,7-methylenedioxyisoquinoline nitrate maleate). Reaction SMILES: [OH:1][CH2:2][CH2:3][CH2:4][CH2:5][CH2:6][NH:7][C:8]1[C:17]2[C:12](=[CH:13][C:14]3[O:20][CH2:19][O:18][C:15]=3[CH:16]=2)[CH:11]=[CH:10][N:9]=1.C([O:24][C:25](=[O:27])[CH3:26])(=O)C.[N+:28]([O-:31])([OH:30])=[O:29].[C:32]([OH:35])(=[O:34])[CH3:33]>>[C:25]([OH:24])(=[O:27])/[CH:26]=[CH:33]\[C:32]([OH:35])=[O:34].[N+:28]([O-:31])([OH:30])=[O:29].[OH:1][CH2:2][CH2:3][CH2:4][CH2:5][CH2:6][NH:7][C:8]1[C:17]2[C:12](=[CH:13][C:14]3[O:20][CH2:19][O:18][C:15]=3[CH:16]=2)[CH:11]=[CH:10][N:9]=1 |f:4.5.6|. Procedure: A solution of 0.835 g. of 1-(5-hydroxypentyl)amino-6,7-methylenedioxyisoquinoline and 1 ml. of acetic acid is added dropwise to a stirred mixture of 1.32 ml. of acetic anhydride and 0.44 ml. of nitric acid at a temperature of minus 3°C. The reaction mixture is stirred for about 20 minutes at about minus 3°C., and then added to an excess of ice-cold aqueous ammonia solution and twice extracted with ethyl acetate. The combined organic extracts are dried, filtered and evaporated in vacuo to an oil ... The reactants are C(#N)C(C(=O)N)=C(C1=CC=C(C=C1)C)SC (2-cyano-3-methylthio-3-(4-tolyl) acrylamide), Cl.C1(=CC=CC2=CC=CC=C12)NN (1-naphthyl hydrazine hydrochloride), [OH-].[Na+] (sodium hydroxide), C(#N)C(C(=O)N)=C(C1=CC=C(C=C1)C)SC (2-cyano-3-methylthio-3-(4-tolyl)acrylamide), crude product, C(C)(=O)OCC (ethyl acetate). Run in CCCCCC (hexane). Product: NC1=C(C(=NN1C1=CC=CC2=CC=CC=C12)C1=CC=C(C=C1)C)C(=O)N (5-Amino-1-(1-naphthyl)-3-(4-tolyl)pyrazole-4-carboxamide). The yield is 27.0%. Reaction SMILES: [C:1]([C:3](=[C:7](SC)[C:8]1[CH:13]=[CH:12][C:11]([CH3:14])=[CH:10][CH:9]=1)[C:4]([NH2:6])=[O:5])#[N:2].Cl.[C:18]1([NH:28][NH2:29])[C:27]2[C:22](=[CH:23][CH:24]=[CH:25][CH:26]=2)[CH:21]=[CH:20][CH:19]=1.[OH-].[Na+].C(OCC)(=O)C>CCCCCC>[NH2:2][C:1]1[N:28]([C:18]2[C:27]3[C:22](=[CH:23][CH:24]=[CH:25][CH:26]=3)[CH:21]=[CH:20][CH:19]=2)[N:29]=[C:7]([C:8]2[CH:13]=[CH:12][C:11]([CH3:14])=[CH:10][CH:9]=2)[C:3]=1[C:4]([NH2:6])=[O:5] |f:1.2,3.4|. Reported procedure: The title compound was prepared from 2-cyano-3-methylthio-3-(4-tolyl) acrylamide (464 mg, 2.0 mmol), 1-naphthyl hydrazine hydrochloride (389 mg, 2.0 mmol) and sodium hydroxide (88 mg, 2.2 mmol) following the procedure used for the compound of Example 12. The crude product was subjected to column chromatography (SiO2, 50-60% ethyl acetate in hexane) and was recrystallised from diethylether to give the title compound as pink crystals (185 mg) m.p. 195°. δH (CDCl3) 8.00 (1H, d, J 8.3 Hz), 7.95 (1 H...